From a dataset of the Open Reaction Database (ORD), a public repository of structured organic reaction records. describe an organic reaction: reactants, conditions, products, and yield The reactants are C(CCCCCCCCCCCCCCCCCCCCC)SCCC(=O)OCC (ethyl 3-(docosylthio)propionate), O.NN (hydrazine monohydrate). Solvent: C(CC)O (n-propanol). Product: C(CCCCCCCCCCCCCCCCCCCCC)SCCC(=O)NN (3-(docosylthio)propionohydrazide). Reaction SMILES: [CH2:1]([S:23][CH2:24][CH2:25][C:26]([O:28]CC)=O)[CH2:2][CH2:3][CH2:4][CH2:5][CH2:6][CH2:7][CH2:8][CH2:9][CH2:10][CH2:11][CH2:12][CH2:13][CH2:14][CH2:15][CH2:16][CH2:17][CH2:18][CH2:19][CH2:20][CH2:21][CH3:22].O.[NH2:32][NH2:33]>C(O)CC>[CH2:1]([S:23][CH2:24][CH2:25][C:26]([NH:32][NH2:33])=[O:28])[CH2:2][CH2:3][CH2:4][CH2:5][CH2:6][CH2:7][CH2:8][CH2:9][CH2:10][CH2:11][CH2:12][CH2:13][CH2:14][CH2:15][CH2:16][CH2:17][CH2:18][CH2:19][CH2:20][CH2:21][CH3:22] |f:1.2|. Reported procedure: 22.1 Grams of ethyl 3-(docosylthio)propionate, 150 ml of n-propanol and 12.5 g of hydrazine monohydrate were charged in a flask equipped with a stirrer, a condenser and a calcium chloride drying tube and refluxed with heating for 20 hours. The reaction mixture was cooled to room temperature and the precipitated crystal was filtered off under reduced pressure and washed with distilled water. The crystal was recrystallized from 2-propanol to obtain 17.2 g of the desired product. m.p. 106° C. The reactants are CCOP(=O)(CC#N)OCC, C1CCOC1, CN1CCCN(C)C1=O, CCC(C=O)N1C(=O)C(C)(CC2COC(C)(C)O2)CC(c2cccc(Cl)c2)C1c1ccc(Cl)cc1, [H-], [Na+]. The product is CCC(C=CC#N)N1C(=O)C(C)(CC2COC(C)(C)O2)CC(c2cccc(Cl)c2)C1c1ccc(Cl)cc1. As a reaction SMILES: [C:1](#[N:2])[CH2:3][P:4](=[O:5])([O:6][CH2:7][CH3:8])[O:9][CH2:10][CH3:11].[CH2:58]1[O:59][CH2:60][CH2:61][CH2:62]1.[CH3:12][N:13]1[CH2:14][CH2:15][CH2:16][N:17]([CH3:18])[C:19]1=[O:20].[Cl:23][c:24]1[cH:25][c:26]([CH:30]2[CH2:31][C:32]([CH3:49])([CH2:50][CH:51]3[O:52][C:53]([CH3:56])([CH3:57])[O:54][CH2:55]3)[C:33](=[O:48])[N:34]([CH:43]([CH:44]=[O:45])[CH2:46][CH3:47])[CH:35]2[c:36]2[cH:37][cH:38][c:39]([Cl:42])[cH:40][cH:41]2)[cH:27][cH:28][cH:29]1.[H-:21].[Na+:22]>>[C:1](#[N:2])[CH:3]=[CH:44][CH:43]([N:34]1[C:33](=[O:48])[C:32]([CH3:49])([CH2:50][CH:51]2[O:52][C:53]([CH3:56])([CH3:57])[O:54][CH2:55]2)[CH2:31][CH:30]([c:26]2[cH:25][c:24]([Cl:23])[cH:29][cH:28][cH:27]2)[CH:35]1[c:36]1[cH:37][cH:38][c:39]([Cl:42])[cH:40][cH:41]1)[CH2:46][CH3:47]. Starting materials: CC1=NN(C(=C1C1=CC=CC=C1)C)C1=CC=C(C=C1)CCNC(OC1=CC=CC=C1)=O (Phenyl 2-[4-(3,5-dimethyl-4-phenyl-1H-pyrazol-1-yl)phenyl]ethylcarbamate), FC(C1=CC=C(C=C1)S(=O)(=O)N)(F)F (4-(trifluoromethyl)benzenesulfonamide). The product is CC1=NN(C(=C1C1=CC=CC=C1)C)C1=CC=C(C=C1)CCNC(=O)NS(=O)(=O)C1=CC=C(C=C1)C(F)(F)F (N-[({2-[4-(3,5-Dimethyl-4-phenyl-1H-pyrazol-1-yl)phenyl]ethyl}amino)carbonyl]-4-(trifluoromethyl)benzenesulfonamide). RXN SMILES: [CH3:1][C:2]1[C:6]([C:7]2[CH:12]=[CH:11][CH:10]=[CH:9][CH:8]=2)=[C:5]([CH3:13])[N:4]([C:14]2[CH:19]=[CH:18][C:17]([CH2:20][CH2:21][NH:22][C:23](=O)[O:24]C3C=CC=CC=3)=[CH:16][CH:15]=2)[N:3]=1.[F:32][C:33]([F:45])([F:44])[C:34]1[CH:39]=[CH:38][C:37]([S:40]([NH2:43])(=[O:42])=[O:41])=[CH:36][CH:35]=1>>[CH3:1][C:2]1[C:6]([C:7]2[CH:8]=[CH:9][CH:10]=[CH:11][CH:12]=2)=[C:5]([CH3:13])[N:4]([C:14]2[CH:19]=[CH:18][C:17]([CH2:20][CH2:21][NH:22][C:23]([NH:43][S:40]([C:37]3[CH:36]=[CH:35][C:34]([C:33]([F:32])([F:45])[F:44])=[CH:39][CH:38]=3)(=[O:41])=[O:42])=[O:24])=[CH:16][CH:15]=2)[N:3]=1. Procedure details: The title compound was prepared according to the procedure described in step 2 of Example 22 from phenyl 2-[4-(3,5-dimethyl-4-phenyl-1H-pyrazol-1-yl)phenyl]ethylcarbamate (step 1 of Example 22) and 4-(trifluoromethyl)benzenesulfonamide: 1H-NMR (CDCl3) δ 8.06 (2H, d, J=7.7 Hz), 7.80 (2H, d, J=8.2 Hz), 7.47-7.21 (9H, m), 6.10 (1H, br.s), 3.50-3.43 (2H, m), 2.86 (2H, t, J=6.3 Hz), 2.32 (3H, s), 2.23 (3H, s). Starting materials: N (NH3), C(C1=CC=CC=C1)OC=1C=C(C=CC1)C=1N=C(N2C1C(=NC=C2)Cl)C2CC(C2)CO ({3-[1-(3-benzyloxyphenyl)-8-chloro-imidazo[1,5-a]pyrazin-3-yl]cyclobutyl}methanol), teflon. Run in N.CC(C)O (NH3 iPrOH). Reaction conditions: temperature 110 celsius. Product: NC=1C=2N(C=CN1)C(=NC2C2=CC(=CC=C2)OCC2=CC=CC=C2)C2CC(C2)CO ({3-[8-Amino-1-(3-benzyloxyphenyl)-imidazo[1,5-a]pyrazin-3-yl]cyclobutyl}methanol). RXN SMILES: [CH2:1]([O:8][C:9]1[CH:10]=[C:11]([C:15]2[N:16]=[C:17]([CH:25]3[CH2:28][CH:27]([CH2:29][OH:30])[CH2:26]3)[N:18]3[CH:23]=[CH:22][N:21]=[C:20](Cl)[C:19]=23)[CH:12]=[CH:13][CH:14]=1)[C:2]1[CH:7]=[CH:6][CH:5]=[CH:4][CH:3]=1.[NH3:31]>N.CC(O)C>[NH2:31][C:20]1[C:19]2[N:18]([C:17]([CH:25]3[CH2:28][CH:27]([CH2:29][OH:30])[CH2:26]3)=[N:16][C:15]=2[C:11]2[CH:12]=[CH:13][CH:14]=[C:9]([O:8][CH2:1][C:2]3[CH:7]=[CH:6][CH:5]=[CH:4][CH:3]=3)[CH:10]=2)[CH:23]=[CH:22][N:21]=1 |f:2.3|. Reported procedure: A solution of {3-[1-(3-benzyloxyphenyl)-8-chloro-imidazo[1,5-a]pyrazin-3-yl]cyclobutyl}methanol (40 mg, 0.095 mmol) in 5 mL of 2N NH3/iPrOH was cooled to −78° C. and charged with NH3 gas for 1 min. This sealed tube was equipped with a teflon O-ring, sealed and heated at 110° C. overnight. The mixture was cooled to rt and the cap was removed. The solution was concentrated under reduced pressure and the crude material was purified by silica gel column chromatography (eluting with 100% ethyl acetat... The reactants are O=C([O-])[O-], CCc1ncc[nH]1, CN(C)C=O, COc1ccccc1OCCCc1oc(Cl)nc1-c1ccc(Cl)cc1, [K+], [K+], O. Yields the product CCc1nccn1-c1nc(-c2ccc(Cl)cc2)c(CCCOc2ccccc2OC)o1. RXN SMILES: [C:33](=[O:34])([O-:35])[O-:36].[CH2:26]([CH3:27])[c:28]1[nH:29][cH:30][cH:31][n:32]1.[CH3:39][N:40]([CH3:41])[CH:42]=[O:43].[Cl:1][c:2]1[o:3][c:4]([CH2:14][CH2:15][CH2:16][O:17][c:18]2[c:19]([O:24][CH3:25])[cH:20][cH:21][cH:22][cH:23]2)[c:5](-[c:7]2[cH:8][cH:9][c:10]([Cl:13])[cH:11][cH:12]2)[n:6]1.[K+:37].[K+:38].[OH2:44]>>[c:2]1(-[n:29]2[c:28]([CH2:26][CH3:27])[n:32][cH:31][cH:30]2)[o:3][c:4]([CH2:14][CH2:15][CH2:16][O:17][c:18]2[c:19]([O:24][CH3:25])[cH:20][cH:21][cH:22][cH:23]2)[c:5](-[c:7]2[cH:8][cH:9][c:10]([Cl:13])[cH:11][cH:12]2)[n:6]1. The reactants are CSCCC=O (methional), solution, [OH-].[Na+] (sodium hydroxide). Run at temperature 0 celsius. The product is CSCC(=CCCSC)C=O (2,8-DITHIANON-4-ENE-4-CARBOXALDEHYDE). As a reaction SMILES: [CH3:1][S:2][CH2:3][CH2:4][CH:5]=[O:6].[OH-].[Na+]>>[CH3:1][S:2][CH2:3][C:4]([CH:5]=[O:6])=[CH:5][CH2:4][CH2:3][S:2][CH3:1] |f:1.2|. Reported procedure: Into a 1 liter reaction flask equipped with mechanical stirrer, 250 ml addition funnel, Y adapter, thermometer and Friedrich condenser is placed 208 grams of methional. The reaction mass is cooled to 0° C. and 100 ml of a 0.5 molar solution of sodium hydroxide is added dropwise with stirring. The resulting reaction mass is extracted with three 100 ml portions of methylene chloride and the extracts are combined, dried over anhydrous sodium sulfate and evaporated on a rotary evaporator. The result... Procedure: To a stirred solution of Example 36 (0.388 g, 0.763 mmol) in 1,4-dioxane (5 mL) was added 33 wt % HBr in AcOH (1 mL) at room temperature. After 24 h, the resulting white slurry was diluted with Et2O (50 mL), filtered and dried to afford desired product as 1:1:1 product:HBr:dioxane adduct 0.3521 g, 85%). 1H NMR (500 MHz, DMSO-d6) δ: 12.30 (1H, s), 9.48 (1H, t, J=6.4 Hz), 9.17 (1H, s), 7.39-7.36 (2H, m), 7.20-7.15 (2H, m), 4.57-4.48 (2H, m), 4.08-4.04 (2H, m), 3.94-3.84 (2H, m), 3.75-3.69 (1H, m),... Product: FC1=CC=C(CNC(=O)C=2N=C3N(CCOC34CNCC4)C(C2O)=O)C=C1 (N-(4-Fluorobenzyl)-3-hydroxy-4-oxo-6,7-dihydro-4H-spiro[pyrimido[2,1-c][1,4]oxazine-9,3′-pyrrolidine]-2-carboxamide). Reactants: FC1=CC=C(CNC(=O)C=2N=C3N(CCOC34CN(CC4)C(=O)OCC4=CC=CC=C4)C(C2O)=O)C=C1 (Benzyl 2-(4-fluorobenzylcarbamoyl)-3-hydroxy-4-oxo-6,7-dihydro-4H-spiro[pyrimido[2,1-c][1,4]oxazine-9,3′-pyrrolidine]-1′-carboxylate), Br (HBr). Reaction SMILES: [F:1][C:2]1[CH:37]=[CH:36][C:5]([CH2:6][NH:7][C:8]([C:10]2[N:11]=[C:12]3[C:17]4([CH2:21][CH2:20][N:19](C(OCC5C=CC=CC=5)=O)[CH2:18]4)[O:16][CH2:15][CH2:14][N:13]3[C:32](=[O:35])[C:33]=2[OH:34])=[O:9])=[CH:4][CH:3]=1.Br>O1CCOCC1.CC(O)=O.CCOCC>[F:1][C:2]1[CH:37]=[CH:36][C:5]([CH2:6][NH:7][C:8]([C:10]2[N:11]=[C:12]3[C:17]4([CH2:21][CH2:20][NH:19][CH2:18]4)[O:16][CH2:15][CH2:14][N:13]3[C:32](=[O:35])[C:33]=2[OH:34])=[O:9])=[CH:4][CH:3]=1. Run at time 24 hour. Solvent: O1CCOCC1 (1,4-dioxane), CC(=O)O (AcOH), CCOCC (Et2O). Starting materials: BrC=1N=C(C(=NC1)N)C=1N(C2=C(C=NC=C2)N1)CC (5-bromo-3-(1-ethyl-1H-imidazo[4,5-c]pyridin-2-yl)pyrazin-2-amine), CN(S(=O)(=O)C1=CC=C(C=C1)B(O)O)C (4-dimethylaminosulphonylphenylboronic acid), C(=O)([O-])[O-].[K+].[K+] (K2CO3). The reagents and catalysts are Cl[Pd]([P](C1=CC=CC=C1)(C2=CC=CC=C2)C3=CC=CC=C3)([P](C4=CC=CC=C4)(C5=CC=CC=C5)C6=CC=CC=C6)Cl (Pd(PPh3)2Cl2). Solvent: CN(C=O)C (N,N-dimethylformamide). Run at temperature 200 celsius, time 8 minute. Product: NC=1N=CC(=NC1C=1N(C2=C(C=NC=C2)N1)CC)C1=CC=C(C=C1)S(=O)(=O)N(C)C (4-[5-amino-6-(1-ethyl-1-H-imidazo[4,5-c]pyridin-2-yl)pyrazin-2-yl]-N,N-dimethylbenzenesulfonamide). Yield: 18.7%. Reaction SMILES: Br[C:2]1[N:3]=[C:4]([C:9]2[N:10]([CH2:18][CH3:19])[C:11]3[CH:16]=[CH:15][N:14]=[CH:13][C:12]=3[N:17]=2)[C:5]([NH2:8])=[N:6][CH:7]=1.[CH3:20][N:21]([CH3:34])[S:22]([C:25]1[CH:30]=[CH:29][C:28](B(O)O)=[CH:27][CH:26]=1)(=[O:24])=[O:23].C([O-])([O-])=O.[K+].[K+]>CN(C)C=O.Cl[Pd](Cl)([P](C1C=CC=CC=1)(C1C=CC=CC=1)C1C=CC=CC=1)[P](C1C=CC=CC=1)(C1C=CC=CC=1)C1C=CC=CC=1>[NH2:8][C:5]1[N:6]=[CH:7][C:2]([C:28]2[CH:27]=[CH:26][C:25]([S:22]([N:21]([CH3:34])[CH3:20])(=[O:23])=[O:24])=[CH:30][CH:29]=2)=[N:3][C:4]=1[C:9]1[N:10]([CH2:18][CH3:19])[C:11]2[CH:16]=[CH:15][N:14]=[CH:13][C:12]=2[N:17]=1 |f:2.3.4,^1:48,67|. Procedure: 5-bromo-3-(1-ethyl-1H-imidazo[4,5-c]pyridin-2-yl)pyrazin-2-amine (0.032 g, 0.10 mmol) (made in example 2), 4-dimethylaminosulphonylphenylboronic acid (0.046 g, 0.20 mmol), Pd(PPh3)2Cl2 (0.0035 g, 0.005 mmol) and K2CO3 (0.050 g, 0.36 mmol) were combined in 0.5 mL of N,N-dimethylformamide and heated to 200° C. in the SmithSynthesizer microwave for 8 minutes and then for a further 8 minutes at 250° C. The reaction mixture was concentrated in vacuo and the residue purified by HPLC to give 0.0079 g o... Reactants: ClC(C(=O)OCC)=NNC1=CC=C(C=C1)Cl (Ethyl chloro[2-(4-chlorophenyl)hydrazono]acetate), ClC1=CC=C(C(=C)C)C=C1 (4-chloro-α-methyl styrene). Product: ClC1=CC=C(C=C1)N1N=C(CC1(C)C1=CC=C(C=C1)Cl)C(=O)OCC (Ethyl 1,5-bis(4-Chlorophenyl)-4,5-dihydro-5-methyl-1H-pyrazole-3-carboxylate). Reaction SMILES: Cl[C:2](=[N:8][NH:9][C:10]1[CH:15]=[CH:14][C:13]([Cl:16])=[CH:12][CH:11]=1)[C:3]([O:5][CH2:6][CH3:7])=[O:4].[Cl:17][C:18]1[CH:26]=[CH:25][C:21]([C:22]([CH3:24])=[CH2:23])=[CH:20][CH:19]=1>>[Cl:16][C:13]1[CH:14]=[CH:15][C:10]([N:9]2[C:22]([C:21]3[CH:25]=[CH:26][C:18]([Cl:17])=[CH:19][CH:20]=3)([CH3:24])[CH2:23][C:2]([C:3]([O:5][CH2:6][CH3:7])=[O:4])=[N:8]2)=[CH:11][CH:12]=1. Procedure: The compound of Example 6 (1.0 gm) was converted to the title compound (0.6 gm) by adaptation of the procedure of Example 9 to 4-chloro-α-methyl styrene (2.5 ml). The product was a yellow oil. NMR (CDCl3) 7.3-6.8 (m, ArH, 8H), 4.3 (q, 2H, CH2), 3.3 (m, 2H, CH2), 1.8 (s, 3H, CH3), 1.3 (t, 3H, CH3). The reactants are CO, O, O=C(O)Cc1ccc([N+](=O)[O-])c(O)c1, O=S(=O)(O)O. Yields the product COC(=O)Cc1ccc([N+](=O)[O-])c(O)c1. Reaction SMILES: [CH3:20][OH:21].[OH2:22].[OH:1][c:2]1[cH:3][c:4]([CH2:11][C:12](=[O:13])[OH:14])[cH:5][cH:6][c:7]1[N+:8](=[O:9])[O-:10].[S:15](=[O:16])(=[O:17])([OH:18])[OH:19]>>[OH:1][c:2]1[cH:3][c:4]([CH2:11][C:12](=[O:13])[O:14][CH3:20])[cH:5][cH:6][c:7]1[N+:8](=[O:9])[O-:10].